Task: describe an organic reaction: reactants, conditions, products, and yield. Dataset: the Open Reaction Database (ORD), a public repository of structured organic reaction records Starting materials: C1(CCCCCC1)O (cycloheptanol), SC(C(=O)O)C (2-mercaptopropionic acid), C1(=CC=C(C=C1)S(=O)(=O)O)C (paratoluene sulfonic acid). Yields the product C1(CCCCCC1)OC(C(C)S)=O (CYCLOHEPTYL-2-MERCAPTOPROPIONATE). As a reaction SMILES: [CH:1]1([OH:8])[CH2:7][CH2:6][CH2:5][CH2:4][CH2:3][CH2:2]1.[SH:9][CH:10]([CH3:14])[C:11](O)=[O:12].C1(C)C=CC(S(O)(=O)=O)=CC=1>>[CH:1]1([O:8][C:11](=[O:12])[CH:10]([SH:9])[CH3:14])[CH2:7][CH2:6][CH2:5][CH2:4][CH2:3][CH2:2]1. Procedure: Reaction: ##STR128## Into a 50 ml reaction flask equipped with stirrer, thermometer, reflux condenser and heating mantle are placed 11.4 grams cycloheptanol; 22 grams of 2-mercaptopropionic acid and 0.5 grams of paratoluene sulfonic acid. The reaction mass is heated to reflux and refluxed for a period of 10 hours. At the end of the 10 hour period, the reaction mass is distilled on a micro distillation apparatus to yield the compound having the structure: ##STR129##